describe an organic reaction: reactants, conditions, products, and yield From a dataset of the Open Reaction Database (ORD), a public repository of structured organic reaction records. Starting materials: ClC1=CC2=CN(N=C2C(=C1)C(=C)OCC1(CCN(CC1)C(=O)OC(C)(C)C)C1=CC=C(C=C1)F)COCC[Si](C)(C)C (tert-Butyl 4-((1-(5-chloro-2-((2-(trimethylsilyl)ethoxy)methyl)-2H-indazol-7-yl)vinyloxy)methyl)-4-(4-fluorophenyl)piperidine-1-carboxylate), C(C)(=O)OCC.CCCCCC (ethyl acetate n-hexane), C(C)(=O)OCC.CCCCCC (ethyl acetate n-hexane). The reagents and catalysts are CC1=CC=C(C=C1)P(C2=CC=C(C=C2)C)C3=C(C4=CC=CC=C4C=C3)C5=C(C=CC6=CC=CC=C65)P(C7=CC=C(C=C7)C)C8=CC=C(C=C8)C.CC(=O)O.CC(=O)O.[Ru] (diacetato[(S)-(−)-2,2′-bis(di-p-tolylphosphino)-1,1′-binaphthyl]ruthenium(II)). Solvent: ClC(C)Cl (dichloroethane). Reaction conditions: time 8 hour. Yields the product ClC1=CC2=CN(N=C2C(=C1)[C@@H](C)OCC1(CCN(CC1)C(=O)OC(C)(C)C)C1=CC=C(C=C1)F)COCC[Si](C)(C)C ((R)-tert-Butyl 4-((1-(5-chloro-2-((2-(trimethylsilyl)ethoxy)methyl)-2H-indazol-7-yl)ethoxy)methyl)-4-(4-fluorophenyl)piperidine-1-carboxylate). Reaction SMILES: [Cl:1][C:2]1[CH:10]=[C:9]([C:11]([O:13][CH2:14][C:15]2([C:28]3[CH:33]=[CH:32][C:31]([F:34])=[CH:30][CH:29]=3)[CH2:20][CH2:19][N:18]([C:21]([O:23][C:24]([CH3:27])([CH3:26])[CH3:25])=[O:22])[CH2:17][CH2:16]2)=[CH2:12])[C:8]2[C:4](=[CH:5][N:6]([CH2:35][O:36][CH2:37][CH2:38][Si:39]([CH3:42])([CH3:41])[CH3:40])[N:7]=2)[CH:3]=1.C(OCC)(=O)C.CCCCCC>ClC(Cl)C.CC1C=CC(P(C2C=CC3C(=CC=CC=3)C=2C2C3C(=CC=CC=3)C=CC=2P(C2C=CC(C)=CC=2)C2C=CC(C)=CC=2)C2C=CC(C)=CC=2)=CC=1.CC(O)=O.CC(O)=O.[Ru]>[Cl:1][C:2]1[CH:10]=[C:9]([C@H:11]([O:13][CH2:14][C:15]2([C:28]3[CH:33]=[CH:32][C:31]([F:34])=[CH:30][CH:29]=3)[CH2:20][CH2:19][N:18]([C:21]([O:23][C:24]([CH3:27])([CH3:26])[CH3:25])=[O:22])[CH2:17][CH2:16]2)[CH3:12])[C:8]2[C:4](=[CH:5][N:6]([CH2:35][O:36][CH2:37][CH2:38][Si:39]([CH3:42])([CH3:40])[CH3:41])[N:7]=2)[CH:3]=1 |f:1.2,4.5.6.7|. Procedure: tert-Butyl 4-((1-(5-chloro-2-((2-(trimethylsilyl)ethoxy)methyl)-2H-indazol-7-yl)vinyloxy)methyl)-4-(4-fluorophenyl)piperidine-1-carboxylate (1 g, 1.62 mmol) was transferred to a parr bottle (pre-purged with nitrogen) and dissolved in dichloroethane (40 mL). The resulting solution was purged by bubbling nitrogen through it for 45 min. To the bottle was quickly added diacetato[(S)-(−)-2,2′-bis(di-p-tolylphosphino)-1,1′-binaphthyl]ruthenium(II) (233 mg, 0.259 mmol). The bottle was purged for 10 add... Starting materials: CCOC(=O)c1ccc2c(C(=O)O)c(C(C)C)n(Cc3ccccn3)c2c1, ClCCCl, CN(C)c1ccncc1, ClCCl, NCc1ccc(F)cc1. Yields the product CCOC(=O)c1ccc2c(C(=O)NCc3ccc(F)cc3)c(C(C)C)n(Cc3ccccn3)c2c1. RXN SMILES: [CH2:1]([CH3:2])[O:3][C:4](=[O:5])[c:6]1[cH:7][cH:8][c:9]2[c:10]([C:25](=[O:26])[OH:27])[c:11]([CH:22]([CH3:23])[CH3:24])[n:12]([CH2:15][c:16]3[n:17][cH:18][cH:19][cH:20][cH:21]3)[c:13]2[cH:14]1.[CH2:28]([Cl:29])[CH2:30][Cl:31].[CH3:44][N:45]([c:46]1[cH:47][cH:48][n:49][cH:50][cH:51]1)[CH3:52].[Cl:41][CH2:42][Cl:43].[F:32][c:33]1[cH:34][cH:35][c:36]([CH2:37][NH2:38])[cH:39][cH:40]1>>[CH2:1]([CH3:2])[O:3][C:4](=[O:5])[c:6]1[cH:7][cH:8][c:9]2[c:10]([C:25](=[O:27])[NH:38][CH2:37][c:36]3[cH:35][cH:34][c:33]([F:32])[cH:40][cH:39]3)[c:11]([CH:22]([CH3:23])[CH3:24])[n:12]([CH2:15][c:16]3[n:17][cH:18][cH:19][cH:20][cH:21]3)[c:13]2[cH:14]1. Reactants: C(C)(=O)OCC(/C=C/P(OC(C)C)(OC(C)C)=O)CO[Si](C1=CC=CC=C1)(C1=CC=CC=C1)C(C)(C)C (diisopropyl (E)-3-acetoxymethyl-4-t-butyldiphenylsilyloxybut-1-enylphosphonate), C([O-])([O-])=O.[K+].[K+] (potassium carbonate). The solvent is CO (methanol). Product: [Si](C1=CC=CC=C1)(C1=CC=CC=C1)(C(C)(C)C)OCC(/C=C/P(OC(C)C)(OC(C)C)=O)CO (diisopropyl (E)-3-t-butyldiphenylsilyloxymethyl-4-hydroxybut-1-enylphosphonate). Yield: 73.2%. RXN SMILES: C([O:4][CH2:5][CH:6]([CH2:19][O:20][Si:21]([C:34]([CH3:37])([CH3:36])[CH3:35])([C:28]1[CH:33]=[CH:32][CH:31]=[CH:30][CH:29]=1)[C:22]1[CH:27]=[CH:26][CH:25]=[CH:24][CH:23]=1)/[CH:7]=[CH:8]/[P:9](=[O:18])([O:14][CH:15]([CH3:17])[CH3:16])[O:10][CH:11]([CH3:13])[CH3:12])(=O)C.C(=O)([O-])[O-].[K+].[K+]>CO>[Si:21]([O:20][CH2:19][CH:6]([CH2:5][OH:4])/[CH:7]=[CH:8]/[P:9](=[O:18])([O:14][CH:15]([CH3:16])[CH3:17])[O:10][CH:11]([CH3:12])[CH3:13])([C:34]([CH3:36])([CH3:35])[CH3:37])([C:22]1[CH:27]=[CH:26][CH:25]=[CH:24][CH:23]=1)[C:28]1[CH:33]=[CH:32][CH:31]=[CH:30][CH:29]=1 |f:1.2.3|. Procedure: A solution of diisopropyl (E)-3-acetoxymethyl-4-t-butyldiphenylsilyloxybut-1-enylphosphonate (5 g, 9.2 mmol) in methanol (50 ml) was stirred with potassium carbonate (63 g, 0.45 mmol) for 5 h at room temperature. The solvent was removed in vacuo and the residue was chromatographed on silica gel eluting with chloroform-methanol (100:1) of increasing polarity to (30:1) to give diisopropyl (E)-3-t-butyldiphenylsilyloxymethyl-4-hydroxybut-1-enylphosphonate as an oil (3.4 g, 73%): υmax (film) 3381, 3...